Dataset: the Open Reaction Database (ORD), a public repository of structured organic reaction records. Task: describe an organic reaction: reactants, conditions, products, and yield Reactants: NC=1NC2=C(N1)C=CC=C2 (2-aminobenzimidazole), BrC1=C(C=CC=C1)CCBr (2-(o-bromophenyl)ethyl bromide). Solvent: C=1(C(=CC=CC1)C)C (xylene). The product is Br.BrC1=C(C=CC=C1)CCN1C(N(C2=C1C=CC=C2)CCC2=C(C=CC=C2)Br)=N (1,3-dihydro-1,3-bis[2-(o-bromophenyl)ethyl]-2H-benzimidazol-2-imine hydrobromide). Yield: 42.2%. Reaction SMILES: [NH2:1][C:2]1[NH:3][C:4]2[CH:10]=[CH:9][CH:8]=[CH:7][C:5]=2[N:6]=1.[Br:11][C:12]1[CH:17]=[CH:16][CH:15]=[CH:14][C:13]=1[CH2:18][CH2:19]Br>C1(C)C(C)=CC=CC=1>[BrH:11].[Br:11][C:12]1[CH:17]=[CH:16][CH:15]=[CH:14][C:13]=1[CH2:18][CH2:19][N:3]1[C:4]2[CH:10]=[CH:9][CH:8]=[CH:7][C:5]=2[N:6]([CH2:19][CH2:18][C:13]2[CH:14]=[CH:15][CH:16]=[CH:17][C:12]=2[Br:11])[C:2]1=[NH:1] |f:3.4|. Reported procedure: A solution of 5.5 g of 2-aminobenzimidazole and 11.0 g of 2-(o-bromophenyl)ethyl bromide in 250 ml of xylene is heated in a nitrogen atmosphere under reflux for 18 hours. The reaction mixture is cooled and the crystals that separate are filtered and dried. This product weighs 3.7 g and is recrystallized from acetonitrile to give 3.4 g of 1,3-dihydro-1,3-bis[2-(o-bromophenyl)ethyl]-2H-benzimidazol-2-imine hydrobromide, m.p. 248°-249°.